Dataset: the Open Reaction Database (ORD), a public repository of structured organic reaction records. Task: describe an organic reaction: reactants, conditions, products, and yield Reactants: C1=NC=CC=2C(=CC=CC12)B(O)O (isoquinoline-5-boronic acid), C(C)OC(CN1N=CC(=C1)C1=C2C(=C(N=C1)N)OC(=C2)Cl)=O (ethyl[4-(7-amino-2-chlorofuro[2,3-c]pyridin-4-yl)-1H-pyrazol-1-yl]acetate), C([O-])([O-])=O.[K+].[K+] (potassium carbonate), (1,1′-bis(diphenylphosphino)ferrocene)palladium dichloride. Solvent: O1CCOCC1 (1,4-dioxane), O (H2O). Run at temperature 100 celsius. The product is NC=1N=CC(=C2C1OC(=C2)C2=C1C=CN=CC1=CC=C2)C=2C=NN(C2)CC(=O)OCC (ethyl {4-[7-amino-2-(isoquinolin-5-yl)furo[2,3-c]pyridin-4-yl]-1H-pyrazol-1-yl}acetate). The yield is 20.9%. RXN SMILES: [CH:1]1[C:10]2[CH:9]=[CH:8][CH:7]=[C:6](B(O)O)[C:5]=2[CH:4]=[CH:3][N:2]=1.[CH2:14]([O:16][C:17](=[O:35])[CH2:18][N:19]1[CH:23]=[C:22]([C:24]2[CH:29]=[N:28][C:27]([NH2:30])=[C:26]3[O:31][C:32](Cl)=[CH:33][C:25]=23)[CH:21]=[N:20]1)[CH3:15].C(=O)([O-])[O-].[K+].[K+]>O1CCOCC1.O>[NH2:30][C:27]1[N:28]=[CH:29][C:24]([C:22]2[CH:21]=[N:20][N:19]([CH2:18][C:17]([O:16][CH2:14][CH3:15])=[O:35])[CH:23]=2)=[C:25]2[CH:33]=[C:32]([C:6]3[CH:7]=[CH:8][CH:9]=[C:10]4[C:5]=3[CH:4]=[CH:3][N:2]=[CH:1]4)[O:31][C:26]=12 |f:2.3.4|. Procedure: A solution of isoquinoline-5-boronic acid (53.9 mg, 0.312 mmol) and ethyl[4-(7-amino-2-chlorofuro[2,3-c]pyridin-4-yl)-1H-pyrazol-1-yl]acetate (50.0 mg, 0.156 mol) in 1,4-dioxane (0.85 mL) and H2O (0.3 mL) was charged with potassium carbonate (32 mg, 0.23 mmol) and (1,1′-bis(diphenylphosphino)ferrocene)palladium dichloride (1 mg, 0.002 mmol) under an atmosphere of nitrogen. The mixture was heated in a microwave reactor at 100° C. for 40 min. Purification of the residue by flash chromatography (0 ...